From a dataset of the Open Reaction Database (ORD), a public repository of structured organic reaction records. describe an organic reaction: reactants, conditions, products, and yield Reactants: NN=CC1=CC=C(C=C1)C=CC(=O)NCCCN1C(N(C(C1)=O)C(C(=O)OC)C1=CC=CC=C1)=O (methyl (3-(3-(3-(4-(aminoiminomethyl)phenyl)acryloylamino)propyl)-2,5-dioxoimidazolidin-1-yl)phenylacetate), [OH-].[Na+] (sodium hydroxide), O (water). The solvent is CO (methanol). Yields the product C(C)(=O)O.NN=CC1=CC=C(C=C1)C=CC(=O)NCCCN(C(=O)NC(C1=CC=CC=C1)C(=O)O)CC(=O)O ((1-(3-(3-(4-(Aminoiminomethyl)phenyl)acryloylamino)propyl)-3-(hydroxycarbonylphenylmethyl)ureido)acetic acid acetate). RXN SMILES: [NH2:1][N:2]=[CH:3][C:4]1[CH:9]=[CH:8][C:7]([CH:10]=[CH:11][C:12]([NH:14][CH2:15][CH2:16][CH2:17][N:18]2[CH2:22][C:21](=[O:23])[N:20]([CH:24]([C:29]3[CH:34]=[CH:33][CH:32]=[CH:31][CH:30]=3)[C:25]([O:27]C)=[O:26])[C:19]2=[O:35])=[O:13])=[CH:6][CH:5]=1.[OH-:36].[Na+].O>CO>[C:25]([OH:27])(=[O:26])[CH3:24].[NH2:1][N:2]=[CH:3][C:4]1[CH:9]=[CH:8][C:7]([CH:10]=[CH:11][C:12]([NH:14][CH2:15][CH2:16][CH2:17][N:18]([CH2:22][C:21]([OH:36])=[O:23])[C:19]([NH:20][CH:24]([C:25]([OH:27])=[O:26])[C:29]2[CH:30]=[CH:31][CH:32]=[CH:33][CH:34]=2)=[O:35])=[O:13])=[CH:6][CH:5]=1 |f:1.2,5.6|. Reported procedure: 78 mg (0.165 mmol) of methyl (3-(3-(3-(4-(aminoiminomethyl)phenyl)acryloylamino)propyl)-2,5-dioxoimidazolidin-1-yl)phenylacetate are stirred at room temperature for 20 h together with 2 ml of 1N sodium hydroxide solution, 5 ml of water and 5 ml of methanol. Following concentration, the residue is, for purification, chromatographed on Sephadex LH20 using an homogeneous mixture of butanol/glacial acetic acid/water. The reactants are C(C1=CC=CC=C1)O[C@H]1[C@@H](CCCC1)N1C(NC(=C1C1=CC=CC=C1)C(=O)O)=O (1-((1R,2R)-2-(benzyloxy)cyclohexyl)-2-oxo-5-phenyl-2,3-dihydro-1H-imidazole-4-carboxylic acid), C(CCl)Cl (EDC), C=1C=CC2=C(C1)N=NN2O (HOBt), C(C1=CC=CC=C1)O[C@H]1[C@@H](CCCC1)N1C(NC(=C1C1=CC=CC=C1)C(=O)O)=O (1-((1R,2R)-2-(benzyloxy)cyclohexyl)-2-oxo-5-phenyl-2,3-dihydro-1H-imidazole-4-carboxylic acid), CCN(C(C)C)C(C)C (DIEA), N1(CCNCC1)C(=O)OC(C)(C)C (tert-butyl piperazine-1-carboxylate). Run in O (water), CN(C)C=O (DMF). The product is C(C1=CC=CC=C1)O[C@H]1[C@@H](CCCC1)N1C(NC(=C1C1=CC=CC=C1)C(=O)N1CCN(CC1)C(=O)OC(C)(C)C)=O (tert-butyl 4-(1-((1R,2R)-2-(benzyloxy)cyclohexyl)-2-oxo-5-phenyl-2,3-dihydro-1H-imidazole-4-carbonyl)piperazine-1-carboxylate). The yield is 74.7%. RXN SMILES: [CH2:1]([O:8][C@@H:9]1[CH2:14][CH2:13][CH2:12][CH2:11][C@H:10]1[N:15]1[C:19]([C:20]2[CH:25]=[CH:24][CH:23]=[CH:22][CH:21]=2)=[C:18]([C:26](O)=[O:27])[NH:17][C:16]1=[O:29])[C:2]1[CH:7]=[CH:6][CH:5]=[CH:4][CH:3]=1.C(Cl)CCl.C1C=CC2N(O)N=NC=2C=1.CCN(C(C)C)C(C)C.[N:53]1([C:59]([O:61][C:62]([CH3:65])([CH3:64])[CH3:63])=[O:60])[CH2:58][CH2:57][NH:56][CH2:55][CH2:54]1>CN(C=O)C.O>[CH2:1]([O:8][C@@H:9]1[CH2:14][CH2:13][CH2:12][CH2:11][C@H:10]1[N:15]1[C:19]([C:20]2[CH:21]=[CH:22][CH:23]=[CH:24][CH:25]=2)=[C:18]([C:26]([N:56]2[CH2:55][CH2:54][N:53]([C:59]([O:61][C:62]([CH3:65])([CH3:64])[CH3:63])=[O:60])[CH2:58][CH2:57]2)=[O:27])[NH:17][C:16]1=[O:29])[C:2]1[CH:3]=[CH:4][CH:5]=[CH:6][CH:7]=1. Procedure: Dissolved 15E (1.5 g, 3.82 mmol) in 15 mL of DMF and added EDC (1.28 g, 6.68 mmol) and HOBt (0.88 g, 6.49 mmol). The mixture was stirred for at least 15 minutes. Next, DIEA (2.0 mL, 11.4 mmol) was added along with tert-butyl piperazine-1-carboxylate (0.85 g, 4.58 mmol). This reaction mixture was then stirred overnight at RT. After the disappearance of 15E, this mixture was poured into 150 mL of water. The white solid was filtered, rinsed with water and dried under vacuum to provide tert-butyl 4-... Product: C#CC1OC(n2cnc3c(NC4CCCC4)ncnc32)C(O)C1O. Reactants: C#CC1OC(n2cnc3c(NC4CCCC4)ncnc32)C2OC(C)(C)OC12, CC(=O)O, O. As a reaction SMILES: [C:1](#[CH:2])[CH:3]1[O:4][CH:5]([n:13]2[c:14]3[n:15][cH:16][n:17][c:18]([NH:22][CH:23]4[CH2:24][CH2:25][CH2:26][CH2:27]4)[c:19]3[n:20][cH:21]2)[CH:6]2[O:7][C:8]([CH3:11])([CH3:12])[O:9][CH:10]12.[C:29]([OH:30])(=[O:31])[CH3:32].[OH2:28]>>[C:1](#[CH:2])[CH:3]1[O:4][CH:5]([n:13]2[c:14]3[n:15][cH:16][n:17][c:18]([NH:22][CH:23]4[CH2:24][CH2:25][CH2:26][CH2:27]4)[c:19]3[n:20][cH:21]2)[CH:6]([OH:7])[CH:10]1[OH:9]. Reactants: Cc1cc(O)ccc1Br, C1CCOC1, CCOC(C)=O, OCCF, CCOC(=O)N=NC(=O)OCC, O, c1ccc(P(c2ccccc2)c2ccccc2)cc1. Product: Cc1cc(OCCF)ccc1Br. Reaction SMILES: [Br:1][c:2]1[c:3]([CH3:9])[cH:4][c:5]([OH:8])[cH:6][cH:7]1.[CH2:45]1[O:46][CH2:47][CH2:48][CH2:49]1.[CH3:50][CH2:51][O:52][C:53]([CH3:54])=[O:55].[F:10][CH2:11][CH2:12][OH:13].[O:33]=[C:34]([O:35][CH2:36][CH3:37])[N:38]=[N:39][C:40]([O:41][CH2:42][CH3:43])=[O:44].[OH2:56].[c:14]1([P:15]([c:16]2[cH:17][cH:18][cH:19][cH:20][cH:21]2)[c:22]2[cH:23][cH:24][cH:25][cH:26][cH:27]2)[cH:28][cH:29][cH:30][cH:31][cH:32]1>>[Br:1][c:2]1[c:3]([CH3:9])[cH:4][c:5]([O:8][CH2:12][CH2:11][F:10])[cH:6][cH:7]1. Procedure details: To a solution of 3-benzoyl-7-bromo-1H-indole-2-carboxylic acid ethyl ester (2.4 g, 6.45 mmol) in 1,2-dichloroethane (80 ml) was added NaBH3CN (3.24 g, 51.6 mmol) and ZnI2 (6.18 g, 19.4 mmol). After stirring at room temperature for 30 minutes, the reaction mixture was poured into a mixture of EtOAc/H2O. The organic layer was separated and washed with water and brine. After drying over MgSO4, the organic fraction was concentrated in vacuo and the resulting residue was purified by flash chromatogra... Reaction SMILES: [CH2:1]([O:3][C:4]([C:6]1[NH:7][C:8]2[C:13]([C:14]=1[C:15](=O)[C:16]1[CH:21]=[CH:20][CH:19]=[CH:18][CH:17]=1)=[CH:12][CH:11]=[CH:10][C:9]=2[Br:23])=[O:5])[CH3:2].[BH3-]C#N.[Na+].CCOC(C)=O.O>ClCCCl.[Zn+2].[I-].[I-]>[CH2:1]([O:3][C:4]([C:6]1[NH:7][C:8]2[C:13]([C:14]=1[CH2:15][C:16]1[CH:21]=[CH:20][CH:19]=[CH:18][CH:17]=1)=[CH:12][CH:11]=[CH:10][C:9]=2[Br:23])=[O:5])[CH3:2] |f:1.2,3.4,6.7.8|. The reactants are CCOC(=O)C.O (EtOAc H2O), C(C)OC(=O)C=1NC2=C(C=CC=C2C1C(C1=CC=CC=C1)=O)Br (3-benzoyl-7-bromo-1H-indole-2-carboxylic acid ethyl ester), [BH3-]C#N.[Na+] (NaBH3CN). Solvent: ClCCCl (1,2-dichloroethane). Product: C(C)OC(=O)C=1NC2=C(C=CC=C2C1CC1=CC=CC=C1)Br (3-benzyl-7-bromo-1H-indole-2-carboxylic acid ethyl ester). Yield: 30.1%. Run at time 30 minute. The reagents and catalysts are [Zn+2].[I-].[I-] (ZnI2).